This data is from the Open Reaction Database (ORD), a public repository of structured organic reaction records. The task is: describe an organic reaction: reactants, conditions, products, and yield Starting materials: Cl.NC1CN(CC1)C=1N=C(C2=C(N1)SC=N2)NC2=CC(=C(C=C2)OC)OC (5-(3-aminopyrrolidin-1-yl)-N-(3,4-dimethoxyphenyl)thiazolo[5,4-d]pyrimidin-7-amine hydrochloride), N1N=CC2=CC=C(C=C12)C(=O)O (1H-indazole-6-carboxylic acid), CCN=C=NCCCN(C)C (EDCI), CN1C=NC=C1 (N-methylimidazole). Solvent: C(Cl)Cl (DCM). Run at time 16 hour. Yields the product COC=1C=C(C=CC1OC)NC=1C2=C(N=C(N1)N1CC(CC1)NC(=O)C1=CC=C3C=NNC3=C1)SC=N2 (N-(1-(7-(3,4-dimethoxyphenylamino)thiazolo[5,4-d]pyrimidin-5-yl)pyrrolidin-3-yl)-1H-indazole-6-carboxamide). Yield: 35.6%. As a reaction SMILES: Cl.[NH2:2][CH:3]1[CH2:7][CH2:6][N:5]([C:8]2[N:9]=[C:10]([NH:17][C:18]3[CH:23]=[CH:22][C:21]([O:24][CH3:25])=[C:20]([O:26][CH3:27])[CH:19]=3)[C:11]3[N:16]=[CH:15][S:14][C:12]=3[N:13]=2)[CH2:4]1.[NH:28]1[C:36]2[C:31](=[CH:32][CH:33]=[C:34]([C:37](O)=[O:38])[CH:35]=2)[CH:30]=[N:29]1.CCN=C=NCCCN(C)C.CN1C=CN=C1>C(Cl)Cl>[CH3:27][O:26][C:20]1[CH:19]=[C:18]([NH:17][C:10]2[C:11]3[N:16]=[CH:15][S:14][C:12]=3[N:13]=[C:8]([N:5]3[CH2:6][CH2:7][CH:3]([NH:2][C:37]([C:34]4[CH:35]=[C:36]5[C:31]([CH:30]=[N:29][NH:28]5)=[CH:32][CH:33]=4)=[O:38])[CH2:4]3)[N:9]=2)[CH:23]=[CH:22][C:21]=1[O:24][CH3:25] |f:0.1|. Procedure details: A mixture of 5-(3-aminopyrrolidin-1-yl)-N-(3,4-dimethoxyphenyl)thiazolo[5,4-d]pyrimidin-7-amine hydrochloride (100 mg, 0.245 mmol), 1H-indazole-6-carboxylic acid (40 mg, 0.245 mmol), EDCI (97 mg, 0.49 mmol) and N-methylimidazole (60 mg, 0.735 mmol) in 10 mL of DCM was stirred at room temperature for 16 hours. The mixture was washed with water (5 mL), The organic layer was dried over Na2SO4. After filtration and concentration, the residue was purified by preparative HPLC (Gemini 5u C18 150×21.2 m... The reactants are [H-].[Na+] (sodium hydride), C(C)C1=NC2=CC(=C(C=C2C(=C1C)OC(=O)C1CC1)F)F (2-ethyl-3-methyl-4-cyclopropanecarbonyloxy-6,7-difluoroquinoline), C(C)C1=NC2=CC(=C(C=C2C(=C1C)OC(=O)C1CC1)F)F (2-ethyl-3-methyl-4-cyclopropanecarbonyloxy-6,7-difluoroquinoline), C(C)C1=NC2=CC=C(C(=C2C(=C1C)OC(=O)C1CC1)F)F (2-ethyl-3-methyl-4-cyclopropanecarbonyloxy-5,6-difluoroquinoline), C(C)C1=NC2=CC=C(C(=C2C(=C1C)OC(=O)C1CC1)F)F (2-ethyl-3-methyl-4-cyclopropanecarbonyloxy-5,6-difluoroquinoline), C(C)(C)C1=NC2=CC(=C(C=C2C(=C1C)O)F)F (2-isopropyl-3-methyl-4-hydroxy-6,7-difluoroquinoline), mixture. Solvent: O (water), CN(C=O)C (dimethyl formamide), CN(C=O)C (dimethyl formamide). Conditions: time 1 hour. The product is C(C)(C)C1=NC2=CC(=C(C=C2C(=C1C)OC(=O)C1CC1)F)F (2-isopropyl-3-methyl-4-cyclopropanecarbonyloxy-6,7-difluoroquinoline). As a reaction SMILES: [H-].[Na+].[CH:3]([C:6]1[C:15]([CH3:16])=[C:14]([OH:17])[C:13]2[C:8](=[CH:9][C:10]([F:19])=[C:11]([F:18])[CH:12]=2)[N:7]=1)([CH3:5])[CH3:4].C(C1C(C)=C([O:33][C:34]([CH:36]2[CH2:38][CH2:37]2)=O)C2C(=CC(F)=C(F)C=2)N=1)C.C(C1C(C)=C(OC(C2CC2)=O)C2C(=CC=C(F)C=2F)N=1)C>CN(C)C=O.O>[CH:3]([C:6]1[C:15]([CH3:16])=[C:14]([O:17][C:34]([CH:36]2[CH2:38][CH2:37]2)=[O:33])[C:13]2[C:8](=[CH:9][C:10]([F:19])=[C:11]([F:18])[CH:12]=2)[N:7]=1)([CH3:5])[CH3:4] |f:0.1|. Reported procedure: 3,4-Difluoroaniline (4.5 g) and 6 g of ethyl-2-methyl isovalerylacetate were refluxed in toluene (50 ml) in the presence of 0.3 ml of boron trifluoride etherate for 3 hr. The reaction mixture was washed with a saturated sodium hydrogencarbonate solution and saturated brine and was dried over anhydrous sodium sulfate, and the solvent was then removed by evaporation. The resultant intermediate was refluxed in diphenyl ether for 30 min. The reaction mixture was allowed to stand for cooling, and the... Starting materials: CCO, CC=C(C)c1ccc(N)nc1. Product: CCC(C)c1ccc(N)nc1. Reaction SMILES: [CH3:12][CH2:13][OH:14].[CH3:1][C:2](=[CH:3][CH3:4])[c:5]1[cH:6][cH:7][c:8]([NH2:11])[n:9][cH:10]1>>[CH3:1][CH:2]([CH2:3][CH3:4])[c:5]1[cH:6][cH:7][c:8]([NH2:11])[n:9][cH:10]1. Starting materials: C1CCOC1, CO, COC(=O)c1ccc(C(=O)N2CCCC2)cc1, [Li+], [OH-], O, O. Product: O=C(O)c1ccc(C(=O)N2CCCC2)cc1. Reaction SMILES: [CH2:21]1[O:22][CH2:23][CH2:24][CH2:25]1.[CH3:27][OH:28].[CH3:4][O:5][C:6]([c:7]1[cH:8][cH:9][c:10]([C:13](=[O:14])[N:15]2[CH2:16][CH2:17][CH2:18][CH2:19]2)[cH:11][cH:12]1)=[O:20].[Li+:2].[OH-:1].[OH2:26].[OH2:3]>>[O:5]=[C:6]([c:7]1[cH:8][cH:9][c:10]([C:13](=[O:14])[N:15]2[CH2:16][CH2:17][CH2:18][CH2:19]2)[cH:11][cH:12]1)[OH:20]. The reactants are BrC1=CC(=C(C=C1)OC(F)(F)F)F (1-Bromo-3-fluoro-4-trifluoromethoxybenzene), [Cu]C#N (copper(I)cyanide), [Cu](C#N)C#N (copper cyanide), [Cu](C#N)C#N (copper cyanide). The solvent is CC(=O)N(C)C (dimethylacetamide). Reaction conditions: time 4 hour. Product: FC(OC1=C(C=C(C#N)C=C1)F)(F)F (4-trifluoromethoxy-3-fluoro-benzonitrile). RXN SMILES: Br[C:2]1[CH:7]=[CH:6][C:5]([O:8][C:9]([F:12])([F:11])[F:10])=[C:4]([F:13])[CH:3]=1.[Cu][C:15]#[N:16].[Cu](C#N)C#N>CC(N(C)C)=O>[F:10][C:9]([F:12])([F:11])[O:8][C:5]1[CH:6]=[CH:7][C:2]([C:15]#[N:16])=[CH:3][C:4]=1[F:13]. Reported procedure: 49 g 1-Bromo-3-fluoro-4-trifluoromethoxybenzene was stirred into 100 mL dimethylacetamide together with 20 g copper(I)cyanide at 140° C. overnight. Additional 10 g copper cyanide was added and heating was continued at 150° C. for 4 h. Further 12 g copper cyanide was added and stirring continued at 150° C. overnight. After cooling, the mixture was filtered through Celite/Cellulose and washed with ethyl acetate. The filtrate was added to ice water and filtered again through Celite/Cellulose. The f... Reactants: C(#N)N=C1SCCN1 (2-cyanoiminothiazolidine), [H-].[Na+] (sodium hydride), C(C1=CC=CC=C1)Cl (benzyl chloride). Run in CN(C=O)C (N,N-dimethylformamide), CN(C=O)C (N,N-dimethylformamide). Run at time 30 minute. Yields the product C(C1=CC=CC=C1)N1C(SCC1)=NC#N (3-benzyl-2-cyanoiminothiazolidine). The yield is 84.8%. RXN SMILES: [H-].[Na+].[C:3]([N:5]=[C:6]1[NH:10][CH2:9][CH2:8][S:7]1)#[N:4].[CH2:11](Cl)[C:12]1[CH:17]=[CH:16][CH:15]=[CH:14][CH:13]=1>CN(C)C=O>[CH2:11]([N:10]1[CH2:9][CH2:8][S:7][C:6]1=[N:5][C:3]#[N:4])[C:12]1[CH:17]=[CH:16][CH:15]=[CH:14][CH:13]=1 |f:0.1|. Procedure: To a suspension of 0.24 g of sodium hydride in 40 ml of N,N-dimethylformamide was added dropwise a solution of 1.27 g of 2-cyanoiminothiazolidine in 10 ml of N,N-dimethylformamide, and the mixture was stirred at room temperature for 30 minutes. After stirring, 1.27 g of benzyl chloride was added, and the mixture was stirred at temperature for 2 hours. After the reaction, the solvent was evaporated under reduced pressure, water was added to the residue, and the resulting crystals were then collec... The reactants are COC1=NC=NC=C1B1OC(C(O1)(C)C)(C)C (4-methoxy-5-(4,4,5,5-tetramethyl-1,3,2-dioxaborolan-2-yl)pyrimidine), COCCOC (DME), BrC=1C(=NC=NC1)OC (5-bromo-4-methoxy-pyrimidine), BrC1=CC2=C(N1C(C)C)C(N(C2=O)C2=C(C=CC(=C2)Cl)C)C2=CC=C(C=C2)Cl (2-bromo-5-(5-chloro-2-methyl-phenyl)-6-(4-chloro-phenyl)-1-isopropyl-5,6-dihydro-1H-pyrrolo[3,4-b]pyrrol-4-one), BrC1=CC2=C(N1C(C)C)C(N(C2=O)C2=C(C=CC(=C2)Cl)C)C2=CC=C(C=C2)Cl (2-bromo-5-(5-chloro-2-methyl-phenyl)-6-(4-chloro-phenyl)-1-isopropyl-5,6-dihydro-1H-pyrrolo[3,4-b]pyrrol-4-one). The solvent is CS(=O)C (DMSO). Conditions: time 16 hour. The product is ClC=1C=CC(=C(C1)N1C(C=2N(C(=CC2C1=O)B1OC(C(O1)(C)C)(C)C)C(C)C)C1=CC=C(C=C1)Cl)C (5-(5-Chloro-2-methyl-phenyl)-6-(4-chloro-phenyl)-1-isopropyl-2-(4,4,5,5-tetramethyl-[1,3,2]dioxaborolan-2-yl)-5,6-dihydro-1H-pyrrolo[3,4-b]pyrrol-4-one). Isolated yield 20.0%. RXN SMILES: CO[C:3]1[C:8]([B:9]2[O:13][C:12]([CH3:15])([CH3:14])[C:11]([CH3:17])([CH3:16])[O:10]2)=CN=CN=1.BrC1[N:23]([CH:24]([CH3:26])[CH3:25])[C:22]2[CH:27]([C:39]3[CH:44]=[CH:43][C:42]([Cl:45])=[CH:41][CH:40]=3)[N:28]([C:31]3[CH:36]=[C:35]([Cl:37])[CH:34]=[CH:33][C:32]=3[CH3:38])[C:29](=[O:30])[C:21]=2C=1.COCCOC.BrC1C(OC)=NC=NC=1>CS(C)=O>[Cl:37][C:35]1[CH:34]=[CH:33][C:32]([CH3:38])=[C:31]([N:28]2[C:29](=[O:30])[C:21]3[CH:3]=[C:8]([B:9]4[O:10][C:11]([CH3:16])([CH3:17])[C:12]([CH3:14])([CH3:15])[O:13]4)[N:23]([CH:24]([CH3:26])[CH3:25])[C:22]=3[CH:27]2[C:39]2[CH:40]=[CH:41][C:42]([Cl:45])=[CH:43][CH:44]=2)[CH:36]=1. Reported procedure: The title compound was prepared in analogy to the procedure described for Intermediate T, but 2-bromo-5-(5-chloro-2-methyl-phenyl)-6-(4-chloro-phenyl)-1-isopropyl-5,6-dihydro-1H-pyrrolo[3,4-b]pyrrol-4-one (Intermediate B) and DME were used instead of 5-bromo-4-methoxy-pyrimidine and DMSO respectively. The reaction was performed at 100° C. for 16 h to afford the title compound (20% purity) as a dark brown solid. tR: 8.52 min (HPLC 2); ESI-MS: tR=1.46 min; [M+H]+ 525/527 (LC-MS 1).